This data is from the Open Reaction Database (ORD), a public repository of structured organic reaction records. The task is: describe an organic reaction: reactants, conditions, products, and yield Starting materials: O=C(Nc1nc2cccc(Br)n2n1)c1ccccc1, Nc1nc2ccc(Br)c(NC3CCCCC3)n2n1, O=C(Cl)c1cccnc1, Cl. The product is O=C(Nc1nc2ccc(Br)c(NC3CCCCC3)n2n1)c1cccnc1. Reaction SMILES: [Br:1][c:2]1[n:3]2[n:4][c:5]([NH:6][C:7](=[O:8])[c:9]3[cH:10][cH:11][cH:12][cH:13][cH:14]3)[n:15][c:16]2[cH:17][cH:18][cH:19]1.[Br:20][c:21]1[cH:22][cH:23][c:24]2[n:25]([c:26]1[NH:27][CH:28]1[CH2:29][CH2:30][CH2:31][CH2:32][CH2:33]1)[n:34][c:35]([NH2:37])[n:36]2.[C:39]([c:40]1[cH:41][n:42][cH:43][cH:44][cH:45]1)(=[O:46])[Cl:47].[ClH:38]>>[Br:20][c:21]1[cH:22][cH:23][c:24]2[n:25]([c:26]1[NH:27][CH:28]1[CH2:29][CH2:30][CH2:31][CH2:32][CH2:33]1)[n:34][c:35]([NH:37][C:39]([c:40]1[cH:41][n:42][cH:43][cH:44][cH:45]1)=[O:46])[n:36]2. Starting materials: resultant mixture, C=O (Formaldehyde), NC1=C(C(=O)O)C(=CC=C1C1=COC=C1)CS(=O)(=O)C1=CC=CC=C1 (2-amino-6-(benzenesulphonylmethyl)-3-(furan-3-yl)benzoic acid), NC1=C(C(=O)O)C(=CC=C1C1=COC=C1)CS(=O)(=O)C1=CC=CC=C1 (2-amino-6-(benzenesulphonylmethyl)-3-(furan-3-yl)benzoic acid). The solvent is CO (methanol). The product is C1(=CC=CC=C1)S(=O)(=O)CC1=CC=C(C=2NCOC(C21)=O)C2=COC=C2 (5-(benzenesulphonylmethyl)-8-(furan-3-yl)-1,2-dihydro-benzo[d][1,3]oxazin-4-one). As a reaction SMILES: [CH2:1]=O.[NH2:3][C:4]1[C:12]([C:13]2[CH:17]=[CH:16][O:15][CH:14]=2)=[CH:11][CH:10]=[C:9]([CH2:18][S:19]([C:22]2[CH:27]=[CH:26][CH:25]=[CH:24][CH:23]=2)(=[O:21])=[O:20])[C:5]=1[C:6]([OH:8])=[O:7]>CO>[C:22]1([S:19]([CH2:18][C:9]2[C:5]3[C:6](=[O:8])[O:7][CH2:1][NH:3][C:4]=3[C:12]([C:13]3[CH:17]=[CH:16][O:15][CH:14]=3)=[CH:11][CH:10]=2)(=[O:21])=[O:20])[CH:23]=[CH:24][CH:25]=[CH:26][CH:27]=1. Procedure: Formaldehyde (0.138 ml) was added dropwise to a solution of 2-amino-6-(benzenesulphonylmethyl)-3-(furan-3-yl)benzoic acid (Intermediate 211, 0.116 g) in methanol (4 ml) at 60° C. and the resultant mixture was stirred at that temperature for 0.5 hours. After cooling, the mixture was filtered through a phase separator and the filtrate was evaporated to dryness. The residue was triturated with diethyl ether and the solid was collected by filtration to give 5-(benzenesulphonylmethyl)-8-(furan-3-yl)-...